Dataset: the Open Reaction Database (ORD), a public repository of structured organic reaction records. Task: describe an organic reaction: reactants, conditions, products, and yield Starting materials: C([O-])([O-])=O.[Cs+].[Cs+] (cesium carbonate), CC1(C2=C(C(=CC=C2)P(C3=CC=CC=C3)C4=CC=CC=C4)OC5=C(C=CC=C51)P(C6=CC=CC=C6)C7=CC=CC=C7)C (Xantphos), BrC=1C(N(C=C(C1)Br)C)=O (3,5-dibromo-1-methylpyridin-2(1H)-one), NC1=NC=C(C(=O)OC)C=C1 (methyl 6-aminonicotinate). Conditions: temperature 120 celsius. Product: ethyl acetate hexanes, BrC=1C=C(C(N(C1)C)=O)NC1=NC=C(C(=O)OC)C=C1 (Methyl 6-(5-Bromo-1-methyl-2-oxo-1,2-dihydropyridin-3-ylamino)nicotinate). RXN SMILES: Br[C:2]1[C:3](=[O:10])[N:4]([CH3:9])[CH:5]=[C:6]([Br:8])[CH:7]=1.[NH2:11][C:12]1[CH:21]=[CH:20][C:15]([C:16]([O:18][CH3:19])=[O:17])=[CH:14][N:13]=1.C(=O)([O-])[O-].[Cs+].[Cs+].CC1(C)C2C(=C(P(C3C=CC=CC=3)C3C=CC=CC=3)C=CC=2)OC2C(P(C3C=CC=CC=3)C3C=CC=CC=3)=CC=CC1=2>>[Br:8][C:6]1[CH:7]=[C:2]([NH:11][C:12]2[CH:21]=[CH:20][C:15]([C:16]([O:18][CH3:19])=[O:17])=[CH:14][N:13]=2)[C:3](=[O:10])[N:4]([CH3:9])[CH:5]=1 |f:2.3.4|. Procedure details: In a 300 mL sealed tube was placed 3,5-dibromo-1-methylpyridin-2(1H)-one (4.0 g, 15.0 mmol), methyl 6-aminonicotinate (2.3 g, 15.0 mmol), cesium carbonate (10.7 g, 33 mmol), and Xantphos (740 mg, 8.5 mol %). The flask was evacuated and filled with nitrogen 3×. Dioxane (100 ml) was added and the mixture degassed for 25 min with bubbling nitrogen. Tris(dibenzylideneacetone)dipalladium(0) (690 mg, 5 mol %) was then added, the vessel sealed and the reaction heated to 120° C. overnight. The reaction ... The reactants are BrB(Br)Br, CC(C)=O, COc1ccc(C2(C#N)CCOCC2)cc1, ClCCl. Yields the product N#CC1(c2ccc(O)cc2)CCOCC1. As a reaction SMILES: [B:1]([Br:2])([Br:3])[Br:4].[CH3:21][C:22](=[O:23])[CH3:24].[CH3:5][O:6][c:7]1[cH:8][cH:9][c:10]([C:13]2([C:19]#[N:20])[CH2:14][CH2:15][O:16][CH2:17][CH2:18]2)[cH:11][cH:12]1.[Cl:25][CH2:26][Cl:27]>>[OH:6][c:7]1[cH:8][cH:9][c:10]([C:13]2([C:19]#[N:20])[CH2:14][CH2:15][O:16][CH2:17][CH2:18]2)[cH:11][cH:12]1. Reactants: C(#N)C1=CC=NC=C1 (4-cyanopyridine), C(C)O (ethanol). The solvent is C(Cl)(Cl)Cl (chloroform). Conditions: time 8 hour. The product is C(C1=CC=NC=C1)(OCC)=N (Ethyl isonicotinimidate). As a reaction SMILES: [C:1]([C:3]1[CH:8]=[CH:7][N:6]=[CH:5][CH:4]=1)#[N:2].[CH2:9]([OH:11])[CH3:10]>C(Cl)(Cl)Cl>[C:1](=[NH:2])([O:11][CH2:9][CH3:10])[C:3]1[CH:8]=[CH:7][N:6]=[CH:5][CH:4]=1. Reported procedure: A solution of 4-cyanopyridine (135 g) and ethanol (83.3 ml) in chloroform (1000 ml) is cooled in an ice bath for 30 min. Anhydrous HCl (143 g) is bubbled into the cold mixture over a period of 7 hours with stirring continued overnight with cooling. The reaction mixture is filtered and the filtered solid added portionwise to an ice cold 10% K2CO3 solution (500 g in 5 l H2O) with stirring. A liter of ether is added to the mixture after 20 min with stirring. The aqueous layer is extracted with ethe...